Dataset: the Open Reaction Database (ORD), a public repository of structured organic reaction records. Task: describe an organic reaction: reactants, conditions, products, and yield Starting materials: Cl.C(C)OC(COC1=CC(=CC=C1)NS(=O)(=O)C)=N (2-(3-Methanesulfonylaminophenoxy)-acetimidic acid ethyl ester hydrochloride), C(CN)N (ethylene diamine). The solvent is CO (methanol). The product is Cl.N1C(=NCC1)COC=1C=C(C=CC1)NS(=O)(=O)C (N-[3-(4,5-dihydro-1H-imidazol-2-ylmethoxy)phenyl]methanesulfonamide hydrochloride). Isolated yield 20.2%. Reaction SMILES: [ClH:1].C(O[C:5](=[NH:19])[CH2:6][O:7][C:8]1[CH:13]=[CH:12][CH:11]=[C:10]([NH:14][S:15]([CH3:18])(=[O:17])=[O:16])[CH:9]=1)C.[CH2:20](N)[CH2:21][NH2:22]>CO>[ClH:1].[NH:22]1[CH2:21][CH2:20][N:19]=[C:5]1[CH2:6][O:7][C:8]1[CH:9]=[C:10]([NH:14][S:15]([CH3:18])(=[O:16])=[O:17])[CH:11]=[CH:12][CH:13]=1 |f:0.1,4.5|. Reported procedure: 2-(3-Methanesulfonylaminophenoxy)-acetimidic acid ethyl ester hydrochloride (0.8 g) was suspended in 12 ml of absolute methanol (MeOH) and treated with 0.16 g of ethylene diamine. After 8 hours at room temperature the solvent was evaporated. The residue was purified by silica gel chromatography eluting with methanol:dichloromethane:ammonium hydroxide (16:84:0.1). Conversion to the hydrochloride salt by addition of 1.0M hydrogen chloride in ether gave 0.16 g of N-[3-(4,5-dihydro-1H-imidazol-2-ylm... Starting materials: C(C)(C)(C)N (tert-butylamine), C(C)OC(=O)C=1N=C(SC1C(=O)Cl)SC (4-ethoxycarbonyl-2-methylthiothiazole-5-carboxylic acid chloride), Cl (hydrochloric acid). Solvent: ClCCl (dichloromethane), ClCCl (dichloromethane). Run at time 14 hour. The product is C(C)(C)(C)NC(=O)C1=C(N=C(S1)SC)C(=O)OCC (4-Ethoxycarbonyl-2-methylthiothiazole-5-carboxylic acid-tert-butylamide). Isolated yield 100.2%. As a reaction SMILES: [CH2:1]([O:3][C:4]([C:6]1[N:7]=[C:8]([S:14][CH3:15])[S:9][C:10]=1[C:11](Cl)=[O:12])=[O:5])[CH3:2].[C:16]([NH2:20])([CH3:19])([CH3:18])[CH3:17].Cl>ClCCl>[C:16]([NH:20][C:11]([C:10]1[S:9][C:8]([S:14][CH3:15])=[N:7][C:6]=1[C:4]([O:3][CH2:1][CH3:2])=[O:5])=[O:12])([CH3:19])([CH3:18])[CH3:17]. Procedure: 3.50 g (13.2 mmol) of 4-ethoxycarbonyl-2-methylthiothiazole-5-carboxylic acid chloride was dissolved in 20 ml of dichloromethane and dripped, at 0° C., into a solution of 3.20 g (44 mmol) of tert-butylamine in 50 ml of dichloromethane. The mixture was allowed to warm up to room temperature and was then stirred for 14 hours. 100 ml of 10% strength hydrochloric acid was added and the organic phase was separated, washed with 50 ml of water and dried over sodium sulfate. The solvent was removed unde... The solvent is CN(C=O)C (dimethylformamide). RXN SMILES: O[CH2:2][C:3]1[O:4][C:5]([C:8]2[CH:13]=[CH:12][CH:11]=[C:10]([C:14]([F:17])([F:16])[F:15])[CH:9]=2)=[CH:6][CH:7]=1.S(Br)([Br:20])=O>CN(C)C=O>[Br:20][CH2:2][C:3]1[O:4][C:5]([C:8]2[CH:13]=[CH:12][CH:11]=[C:10]([C:14]([F:17])([F:16])[F:15])[CH:9]=2)=[CH:6][CH:7]=1. Procedure details: The hydroxymethyl compound (4.84 g; 0.02 mole) prepared in (a) above, was dissolved in dimethylformamide (30 ml) cooled to 0°-5° C. and thionyl bromide (1.7 ml; 0.02 mole) was added dropwise with stirring. After 2 hours the greenish-yellow solution was poured onto ice/water and extracted via diethyl ether. The ether extract was washed with NaCl (saturated solution) dried over molecular sieve 3A and evaporated to give a light brown oil which slowly crystallised (4.6 g). The product is BrCC=1OC(=CC1)C1=CC(=CC=C1)C(F)(F)F (2-Bromomethyl-5-(3-trifluoromethylphenyl)-furan). Reactants: hydroxymethyl, OCC=1OC(=CC1)C1=CC(=CC=C1)C(F)(F)F (2-Hydroxymethyl-5-(3-trifluoromethylphenyl)-furan), S(=O)(Br)Br (thionyl bromide). The reactants are CC1=C(C=C(C=C1)C=1OC(=NN1)C)C1=CC=C(C=C1)C(=O)O (2′-methyl-5′-(5-methyl-1,3,4-oxadiazol-2-yl)-1,1′-biphenyl-4-carboxylic acid), CC1=CC=C(CN)C=C1 (4-methylbenzylamine). The product is CC1=C(C=C(C=C1)C=1OC(=NN1)C)C1=CC=C(C=C1)C(=O)NCC1=CC=C(C=C1)C (2′-Methyl-N-(4-methylbenzyl)-5′-(5-methyl-1,3,4-oxadiazol-2-yl)-1,1′-biphenyl-4-carboxamide). Reaction SMILES: [CH3:1][C:2]1[CH:7]=[CH:6][C:5]([C:8]2[O:9][C:10]([CH3:13])=[N:11][N:12]=2)=[CH:4][C:3]=1[C:14]1[CH:19]=[CH:18][C:17]([C:20]([OH:22])=O)=[CH:16][CH:15]=1.[CH3:23][C:24]1[CH:31]=[CH:30][C:27]([CH2:28][NH2:29])=[CH:26][CH:25]=1>>[CH3:1][C:2]1[CH:7]=[CH:6][C:5]([C:8]2[O:9][C:10]([CH3:13])=[N:11][N:12]=2)=[CH:4][C:3]=1[C:14]1[CH:15]=[CH:16][C:17]([C:20]([NH:29][CH2:28][C:27]2[CH:30]=[CH:31][C:24]([CH3:23])=[CH:25][CH:26]=2)=[O:22])=[CH:18][CH:19]=1. Procedure: 2′-Methyl-N-(4-methylbenzyl)-5′-(5-methyl-1,3,4-oxadiazol-2-yl)-1,1′-biphenyl-4-carboxamide was prepared from 2′-methyl-5′-(5-methyl-1,3,4-oxadiazol-2-yl)-1,1′-biphenyl-4-carboxylic acid and 4-methylbenzylamine using method N. NMR; δH [2H6]—DMSO 9.10,(1H, t), 7.99,(2H, d), 7.89,(1H, dd), 7.76,(1H, d), 7.56-7.51,(3H, m), 7.22,(2H, d), 7.13,(2H, d), 4.46,(2H, d), 2.56,(3H, s), 2.31,(3H, s), 2.27,(3H, s). LCMS; retention time 3.48 min, MH+ 398.